Task: describe an organic reaction: reactants, conditions, products, and yield. Dataset: the Open Reaction Database (ORD), a public repository of structured organic reaction records Starting materials: CC(C)(C)NS(=O)(=O)c1cccc(-c2cccc(-c3nc(-c4ccc(F)c(F)c4)cc(C(F)(F)F)n3)c2)c1, ClCCl, O=C(O)C(F)(F)F. Yields the product NS(=O)(=O)c1cccc(-c2cccc(-c3nc(-c4ccc(F)c(F)c4)cc(C(F)(F)F)n3)c2)c1. RXN SMILES: [C:1]([CH3:2])([CH3:3])([CH3:4])[NH:5][S:6](=[O:7])(=[O:8])[c:9]1[cH:10][c:11](-[c:15]2[cH:16][c:17](-[c:21]3[n:22][c:23]([C:35]([F:36])([F:37])[F:38])[cH:24][c:25](-[c:27]4[cH:28][c:29]([F:34])[c:30]([F:33])[cH:31][cH:32]4)[n:26]3)[cH:18][cH:19][cH:20]2)[cH:12][cH:13][cH:14]1.[Cl:46][CH2:47][Cl:48].[F:39][C:40]([F:41])([F:42])[C:43]([OH:44])=[O:45]>>[NH2:5][S:6](=[O:7])(=[O:8])[c:9]1[cH:10][c:11](-[c:15]2[cH:16][c:17](-[c:21]3[n:22][c:23]([C:35]([F:36])([F:37])[F:38])[cH:24][c:25](-[c:27]4[cH:28][c:29]([F:34])[c:30]([F:33])[cH:31][cH:32]4)[n:26]3)[cH:18][cH:19][cH:20]2)[cH:12][cH:13][cH:14]1.